From a dataset of the Open Reaction Database (ORD), a public repository of structured organic reaction records. describe an organic reaction: reactants, conditions, products, and yield Starting materials: ClCCl, CCCCCC=CCC=CCCCCCCCC(=O)O, [O-]O. Yields the product CCCCCC=CCC=CCCCCCCCC(=O)O, [O-]O. RXN SMILES: [CH2:23]([Cl:24])[Cl:25].[CH3:3][CH2:4][CH2:5][CH2:6][CH2:7][CH:8]=[CH:9][CH2:10][CH:11]=[CH:12][CH2:13][CH2:14][CH2:15][CH2:16][CH2:17][CH2:18][CH2:19][C:20]([OH:21])=[O:22].[O-:1][OH:2]>>[CH3:3][CH2:4][CH2:5][CH2:6][CH2:7][CH:8]=[CH:9][CH2:10][CH:11]=[CH:12][CH2:13][CH2:14][CH2:15][CH2:16][CH2:17][CH2:18][CH2:19][C:20](=[O:21])[OH:22].[O-:1][OH:2]. Yields the product C(C1=CC=CC=C1)OC(=O)N1[C@](C(=O)O)(CCC1)C (1-[(benzyloxy)carbonyl]-2-methyl-L-proline). RXN SMILES: [NH:1]1[CH2:8][CH2:7][CH2:6][C@@:2]1([CH3:9])[C:3]([OH:5])=[O:4].Cl[C:11]([O:13][CH2:14][C:15]1[CH:20]=[CH:19][CH:18]=[CH:17][CH:16]=1)=[O:12].[OH-].[Na+].Cl>O1CCOCC1.O>[CH2:14]([O:13][C:11]([N:1]1[CH2:8][CH2:7][CH2:6][C@@:2]1([CH3:9])[C:3]([OH:5])=[O:4])=[O:12])[C:15]1[CH:20]=[CH:19][CH:18]=[CH:17][CH:16]=1 |f:2.3|. The reactants are ClC(=O)OCC1=CC=CC=C1 (benzyl chloroformate), [OH-].[Na+] (sodium hydroxide), N1[C@](C(=O)O)(CCC1)C (H-α-Me-Pro-OH), Cl (HCl). Procedure: To the solution prepared by dissolving 500 mg of H-α-Me-Pro-OH (commercially available from Chem-Impex International Inc.) and 693 mg of benzyl chloroformate in 10 mL of 1,4-dioxane and 5 mL of water, a 1 M aqueous sodium hydroxide solution was added at room temperature so as to keep pH 10, and the solution was stirred at room temperature for 30 minutes. To the reaction solution, 5 M HCl was added so as to adjust the pH to 2, and the mixture was extracted with ethyl acetate. The obtained organic... Reaction conditions: time 30 minute. Run in O1CCOCC1 (1,4-dioxane), O (water). The yield is 82.6%. The reactants are C1(=CC=CC=C1)C (toluene), ClC1=NC=CC(=N1)C1=C(N=C(S1)N1CCS(CC1)(=O)=O)C=1C(=C(C=CC1)NS(=O)(=O)C1=C(C=CC(=C1)F)F)F (N-{3-[5-(2-chloro-4-pyrimidinyl)-2-(1,1-dioxido-4-thiomorpholinyl)-1,3-thiazol-4-yl]-2-fluorophenyl}-2,5-difluorobenzenesulfonamide), C[Zn]C (dimethylzinc). Yields the product O=S1(CCN(CC1)C=1SC(=C(N1)C=1C(=C(C=CC1)NS(=O)(=O)C1=C(C=CC(=C1)F)F)F)C1=NC(=NC=C1)C)=O (N-{3-[2-(1,1-dioxido-4-thiomorpholinyl)-5-(2-methyl-4-pyrimidinyl)-1,3-thiazol-4-yl]-2-fluorophenyl}-2,5-difluorobenzenesulfonamide), solid. Isolated yield 59.0%. As a reaction SMILES: Cl[C:2]1[N:7]=[C:6]([C:8]2[S:12][C:11]([N:13]3[CH2:18][CH2:17][S:16](=[O:20])(=[O:19])[CH2:15][CH2:14]3)=[N:10][C:9]=2[C:21]2[C:22]([F:39])=[C:23]([NH:27][S:28]([C:31]3[CH:36]=[C:35]([F:37])[CH:34]=[CH:33][C:32]=3[F:38])(=[O:30])=[O:29])[CH:24]=[CH:25][CH:26]=2)[CH:5]=[CH:4][N:3]=1.[CH3:40][Zn]C.C1(C)C=CC=CC=1>>[O:19]=[S:16]1(=[O:20])[CH2:17][CH2:18][N:13]([C:11]2[S:12][C:8]([C:6]3[CH:5]=[CH:4][N:3]=[C:2]([CH3:40])[N:7]=3)=[C:9]([C:21]3[C:22]([F:39])=[C:23]([NH:27][S:28]([C:31]4[CH:36]=[C:35]([F:37])[CH:34]=[CH:33][C:32]=4[F:38])(=[O:30])=[O:29])[CH:24]=[CH:25][CH:26]=3)[N:10]=2)[CH2:14][CH2:15]1. Procedure: Following a procedure analogous to the procedure described in Example 25 using N-{3-[5-(2-chloro-4-pyrimidinyl)-2-(1,1-dioxido-4-thiomorpholinyl)-1,3-thiazol-4-yl]-2-fluorophenyl}-2,5-difluorobenzenesulfonamide (200 mg, 0.325 mmol) and 2N dimethylzinc in toluene (0.325 mL, 0.649 mmol), the title compound was obtained as a solid (110 mg, 59% yield). MS (ESI): 596 [M+H]+. Starting materials: ClCCl, Clc1nc(Cl)c2ccccc2n1, NN, O. The product is NNc1nc(Cl)nc2ccccc12. As a reaction SMILES: [CH2:16]([Cl:17])[Cl:18].[Cl:4][c:5]1[n:6][c:7]2[cH:8][cH:9][cH:10][cH:11][c:12]2[c:13]([Cl:15])[n:14]1.[NH2:2][NH2:3].[OH2:1]>>[NH:2]([NH2:3])[c:13]1[c:12]2[c:7]([n:6][c:5]([Cl:4])[n:14]1)[cH:8][cH:9][cH:10][cH:11]2. Reactants: S(C)(=O)(=O)OC[C@H](NC(=O)OC(C)(C)C)CC1=CC=CC=C1 (N-Boc-D-phenylalaninol mesylate), C1=C(C=CC2=CC=CC=C12)S (2-napthalenethiol), C(C)(C)N(CC)C(C)C (diisopropylethylamine), [I-].[Na+] (sodium iodide). Solvent: C(Cl)Cl (methylene chloride), CN(C=O)C (dimethylformamide). Run at time 18 hour. Yields the product C1=C(C=CC2=CC=CC=C12)SC([C@H](NC(=O)OC(C)(C)C)CC1=CC=CC=C1)=O (N-Boc-D-phenylalaninyl 2-Naphthyl Thioether). RXN SMILES: S([O:5][CH2:6][C@@H:7]([CH2:16][C:17]1[CH:22]=[CH:21][CH:20]=[CH:19][CH:18]=1)[NH:8][C:9]([O:11][C:12]([CH3:15])([CH3:14])[CH3:13])=[O:10])(=O)(=O)C.[CH:23]1[C:32]2[C:27](=[CH:28][CH:29]=[CH:30][CH:31]=2)[CH:26]=[CH:25][C:24]=1[SH:33].C(N(C(C)C)CC)(C)C.[I-].[Na+]>C(Cl)Cl.CN(C)C=O>[CH:23]1[C:32]2[C:27](=[CH:28][CH:29]=[CH:30][CH:31]=2)[CH:26]=[CH:25][C:24]=1[S:33][C:6](=[O:5])[C@@H:7]([CH2:16][C:17]1[CH:18]=[CH:19][CH:20]=[CH:21][CH:22]=1)[NH:8][C:9]([O:11][C:12]([CH3:13])([CH3:14])[CH3:15])=[O:10] |f:3.4|. Reported procedure: A mixture of N-Boc-D-phenylalaninol mesylate (0.3 g, 0.9 mmol), dimethylformamide (10 mL), 2-napthalenethiol (0.22 g, 1.39 mmol), diisopropylethylamine (1.39 mmol) and sodium iodide (0.14 g, 0.93 mmol) was kept at 80° C. for 18 hr, cooled to room temperature and methylene chloride (25 ml) was added. This mixture was washed with water (2×10 mL), 1 M sodium hydroxide (3×10 mL) and brine (2×15 mL). The organic layer was dried over anhydrous sodium sulfate, filtered and the filtrate adsorbed onto si... Reactants: FC=1C=C(CCl)C=CC1 (3-fluorobenzyl chloride), C1COCCOCCOCCOCCOCCO1 (18-Crown-6), CC(C)([O-])C.[K+] (potassium tert-butoxide), CC1=C(C=2C(=C(N=CC2)C2=CC=C(C=C2)C=C)N1)C (2,3-dimethyl-7-(4-vinylphenyl)-1H-pyrrolo[2,3-c]pyridine). The solvent is O1CCCC1 (tetrahydrofuran). Run at time 30 minute. Product: Cl.FC=1C=C(CN2C(=C(C=3C2=C(N=CC3)C3=CC=C(C=C3)C=C)C)C)C=CC1 (1-(3-fluorobenzyl)-2,3-dimethyl-7-(4-vinylphenyl)-1H-pyrrolo[2,3-c]pyridine hydrochloride). The yield is 10.0%. As a reaction SMILES: C1OCCOCCOCCOCCOCCOC1.CC(C)([O-])C.[K+].[CH3:25][C:26]1[NH:42][C:29]2=[C:30]([C:34]3[CH:39]=[CH:38][C:37]([CH:40]=[CH2:41])=[CH:36][CH:35]=3)[N:31]=[CH:32][CH:33]=[C:28]2[C:27]=1[CH3:43].[F:44][C:45]1[CH:46]=[C:47]([CH:50]=[CH:51][CH:52]=1)[CH2:48][Cl:49]>O1CCCC1>[ClH:49].[F:44][C:45]1[CH:46]=[C:47]([CH:50]=[CH:51][CH:52]=1)[CH2:48][N:42]1[C:29]2=[C:30]([C:34]3[CH:39]=[CH:38][C:37]([CH:40]=[CH2:41])=[CH:36][CH:35]=3)[N:31]=[CH:32][CH:33]=[C:28]2[C:27]([CH3:43])=[C:26]1[CH3:25] |f:1.2,6.7|. Reported procedure: 18-Crown-6 (2.5 mg, 0.0097 mmol) and potassium tert-butoxide (33 mg, 0.291 mmol) were added to a solution of 2,3-dimethyl-7-(4-vinylphenyl)-1H-pyrrolo[2,3-c]pyridine (24 mg, 0.097 mmol) prepared in Example 242 in anhydrous tetrahydrofuran (0.5 ml). The reaction mixture was stirred for 30 minutes at room temperature and 3-fluorobenzyl chloride (20 μl, 0.16 mmol) was added thereto. The reaction mixture was stirred overnight and then concentrated under reduced pressure. The resulting residue was pu...